This data is from the Open Reaction Database (ORD), a public repository of structured organic reaction records. The task is: describe an organic reaction: reactants, conditions, products, and yield Yield: 64.6%. The reactants are C(C)(=O)OCC (ethyl acetate), Cl.BrC1=CC=NC=C1 (4-Bromopyridine hydrochloride), C(=O)(O)C1=CC=C(C=C1)OB(O)O (4-carboxyphenylboric acid), C([O-])([O-])=O.[Na+].[Na+] (sodium carbonate). Procedure details: 4-Bromopyridine hydrochloride (11.7 g) and 4-carboxyphenylboric acid (10.0 g) were dissolved in a mixed solvent of toluene (250 ml) and water (250 ml), tetrakis(triphenylphosphine)palladium(0) (5.0 g) and anhydrous sodium carbonate (25.4 g) were successively added, and the mixture was heated under reflux at 120° C. for 19 hours. After the reaction mixture was cooled to room temperature, ethyl acetate was added to the reaction mixture to extract it with water. Concentrated hydrochloric acid was a... RXN SMILES: [ClH:1].Br[C:3]1[CH:8]=[CH:7][N:6]=[CH:5][CH:4]=1.[C:9]([C:12]1[CH:17]=[CH:16][C:15](OB(O)O)=[CH:14][CH:13]=1)([OH:11])=[O:10].C(=O)([O-])[O-].[Na+].[Na+].C(OCC)(=O)C>C1(C)C=CC=CC=1.O.C1C=CC([P]([Pd]([P](C2C=CC=CC=2)(C2C=CC=CC=2)C2C=CC=CC=2)([P](C2C=CC=CC=2)(C2C=CC=CC=2)C2C=CC=CC=2)[P](C2C=CC=CC=2)(C2C=CC=CC=2)C2C=CC=CC=2)(C2C=CC=CC=2)C2C=CC=CC=2)=CC=1>[ClH:1].[N:6]1[CH:7]=[CH:8][C:3]([C:15]2[CH:16]=[CH:17][C:12]([C:9]([OH:11])=[O:10])=[CH:13][CH:14]=2)=[CH:4][CH:5]=1 |f:0.1,3.4.5,10.11,^1:45,47,66,85|. The solvent is C1(=CC=CC=C1)C (toluene), O (water). Product: Cl.N1=CC=C(C=C1)C1=CC=C(C(=O)O)C=C1 (4-(4-Pyridyl)benzoic acid hydrochloride). Reagents/catalysts: C=1C=CC(=CC1)[P](C=2C=CC=CC2)(C=3C=CC=CC3)[Pd]([P](C=4C=CC=CC4)(C=5C=CC=CC5)C=6C=CC=CC6)([P](C=7C=CC=CC7)(C=8C=CC=CC8)C=9C=CC=CC9)[P](C=1C=CC=CC1)(C=1C=CC=CC1)C=1C=CC=CC1 (tetrakis(triphenylphosphine)palladium(0)). Run at temperature 120 celsius. The reactants are BrC1=CC=C(C=C1)C1=NN(C2=C1CC=1SC=CC21)COCC[Si](C)(C)C (6-(4-Bromo-phenyl)-4-(2-trimethylsilanyl-ethoxymethyl)-4,7-dihydro-1-thia-4,5-diaza-cyclopenta[a]pentalene), [N+](=O)([O-])C1=CC=C(C=C1)N (4-Nitro-phenylamine), C(=O)([O-])[O-].[Cs+].[Cs+] (Cs2CO3), CC1(C2=C(C(=CC=C2)P(C3=CC=CC=C3)C4=CC=CC=C4)OC5=C(C=CC=C51)P(C6=CC=CC=C6)C7=CC=CC=C7)C (Xantphos). Reagents/catalysts: CC(=O)[O-].CC(=O)[O-].[Pd+2] (Pd(OAc)2). Run in O1CCOCC1 (dioxane). Run at temperature 100 celsius. Yields the product [N+](=O)([O-])C1=CC=C(C=C1)NC1=CC=C(C=C1)C1=NN(C2=C1CC=1SC=CC21)COCC[Si](C)(C)C ((4-Nitro-phenyl)-{4-[4-(2-trimethylsilanyl-ethoxymethyl)-4,7-dihydro-1-thia-4,5-diaza-cyclopenta[a]pentalen-6-yl]-phenyl}-amine). The yield is 71.0%. Reaction SMILES: Br[C:2]1[CH:7]=[CH:6][C:5]([C:8]2[C:12]3[CH2:13][C:14]4[S:15][CH:16]=[CH:17][C:18]=4[C:11]=3[N:10]([CH2:19][O:20][CH2:21][CH2:22][Si:23]([CH3:26])([CH3:25])[CH3:24])[N:9]=2)=[CH:4][CH:3]=1.[N+:27]([C:30]1[CH:35]=[CH:34][C:33]([NH2:36])=[CH:32][CH:31]=1)([O-:29])=[O:28].C([O-])([O-])=O.[Cs+].[Cs+].CC1(C)C2C(=C(P(C3C=CC=CC=3)C3C=CC=CC=3)C=CC=2)OC2C(P(C3C=CC=CC=3)C3C=CC=CC=3)=CC=CC1=2>O1CCOCC1.CC([O-])=O.CC([O-])=O.[Pd+2]>[N+:27]([C:30]1[CH:35]=[CH:34][C:33]([NH:36][C:2]2[CH:7]=[CH:6][C:5]([C:8]3[C:12]4[CH2:13][C:14]5[S:15][CH:16]=[CH:17][C:18]=5[C:11]=4[N:10]([CH2:19][O:20][CH2:21][CH2:22][Si:23]([CH3:26])([CH3:25])[CH3:24])[N:9]=3)=[CH:4][CH:3]=2)=[CH:32][CH:31]=1)([O-:29])=[O:28] |f:2.3.4,7.8.9|. Reported procedure: A mixture of the corresponding intermediate 6-(4-Bromo-phenyl)-4-(2-trimethylsilanyl-ethoxymethyl)-4,7-dihydro-1-thia-4,5-diaza-cyclopenta[a]pentalene (0.5 g, 1.0 mmol), 4-Nitro-phenylamine (0.35 g, 2.5 mmol), Cs2CO3 (2 M, 3.0 mL), Xantphos (58 mg, 0.1 mmol) and Pd(OAc)2 (22 mg, 0.1 mmol) in dioxane (5 mL) was heated at 100° C. for 8 hr. The solution was cooled to room temperature and extracted with ethyl acetate. The target product was purified by gravity column chromatography (50% EtOAc in hex... Starting materials: CC(C)CCC(C)(C#N)N(Cl)Cl, CC(C)CCC(C)(N)C#N, O. As a reaction SMILES: [Cl:11][N:12]([C:13]([C:14]#[N:15])([CH2:16][CH2:17][CH:18]([CH3:19])[CH3:20])[CH3:21])[Cl:22].[NH2:1][C:2]([C:3]#[N:4])([CH2:5][CH2:6][CH:7]([CH3:8])[CH3:9])[CH3:10].[OH2:23]>>[N:1]([C:2]([C:3]#[N:4])([CH2:5][CH2:6][CH:7]([CH3:8])[CH3:9])[CH3:10])=[N:12][C:13]([C:14]#[N:15])([CH2:16][CH2:17][CH:18]([CH3:19])[CH3:20])[CH3:21]. The product is CC(C)CCC(C)(C#N)N=NC(C)(C#N)CCC(C)C.